This data is from the Open Reaction Database (ORD), a public repository of structured organic reaction records. The task is: describe an organic reaction: reactants, conditions, products, and yield The reactants are C1(CCCCC1)N1C(=NC2=C1C=CC(=C2)C(=O)O)C=2C=C1C(=CC(=NC1=CC2)C2=CC=CC=C2)N(C)C (1-Cyclohexyl-2-(4-dimethylamino-2-phenyl-quinolin-6-yl)-1H-benzoimidazole-5-carboxylic acid), C(C)OC(=O)C1=CC2=C(N(C(=N2)C=2C=C3C(=CC(=NC3=CC2)C2=CC=CC=C2)Cl)C2CCCCC2)C=C1 (2-(4-chloro-2-phenyl-quinolin-6-yl)-1-cyclohexyl-1H-benzoimidazole-5-carboxylic acid ethyl ester), ClNC1=CC=CC=C1 (chlorophenylamine). Yields the product ClC1=CC=C(C=C1)NC1=CC(=NC2=CC=C(C=C12)C1=NC2=C(N1C1CCCCC1)C=CC(=C2)C(=O)O)C2=CC=CC=C2 (2-[4-(4-chloro-phenylamino)-2-phenyl-quinolin-6-yl]-1-cyclohexyl-1H-benzoimidazole-5-carboxylic acid). Reaction SMILES: [CH:1]1([N:7]2[C:11]3[CH:12]=[CH:13][C:14]([C:16]([OH:18])=[O:17])=[CH:15][C:10]=3[N:9]=[C:8]2[C:19]2[CH:20]=[C:21]3[C:26](=[CH:27][CH:28]=2)[N:25]=[C:24]([C:29]2[CH:34]=[CH:33][CH:32]=[CH:31][CH:30]=2)[CH:23]=[C:22]3[N:35](C)[CH3:36])[CH2:6][CH2:5][CH2:4][CH2:3][CH2:2]1.C(OC(C1C=CC2N(C3CCCCC3)C(C3[CH:51]=[C:52]4C(=CC=3)N=[C:55](C3C=CC=CC=3)[CH:54]=[C:53]4[Cl:66])=NC=2C=1)=O)C.ClNC1C=CC=CC=1>>[Cl:66][C:53]1[CH:54]=[CH:55][C:36]([NH:35][C:22]2[C:21]3[C:26](=[CH:27][CH:28]=[C:19]([C:8]4[N:7]([CH:1]5[CH2:2][CH2:3][CH2:4][CH2:5][CH2:6]5)[C:11]5[CH:12]=[CH:13][C:14]([C:16]([OH:18])=[O:17])=[CH:15][C:10]=5[N:9]=4)[CH:20]=3)[N:25]=[C:24]([C:29]3[CH:30]=[CH:31][CH:32]=[CH:33][CH:34]=3)[CH:23]=2)=[CH:51][CH:52]=1. Procedure details: The title compound was prepared using the method described for Compound 481. In this reaction 102 mg (0.2 mmol) of crude 2-(4-chloro-2-phenyl-quinolin-6-yl)-1-cyclohexyl-1H-benzoimidazole-5-carboxylic acid ethyl ester were used. The nucleophile used wasp-chlorophenylamine. Yield: 89 mg. RXN SMILES: [Br:1][c:2]1[cH:3][cH:4][c:5]([S:8](=[O:9])(=[O:10])[NH:11][CH2:12][CH2:13][CH2:14][CH2:15][CH2:16][CH2:17][CH2:18][CH2:19][C:20]#[N:21])[cH:6][cH:7]1.[CH3:25][CH2:26][OH:27].[Na+:23].[OH-:22].[OH2:24]>>[Br:1][c:2]1[cH:3][cH:4][c:5]([S:8](=[O:9])(=[O:10])[NH:11][CH2:12][CH2:13][CH2:14][CH2:15][CH2:16][CH2:17][CH2:18][CH2:19][C:20](=[O:22])[OH:24])[cH:6][cH:7]1. The reactants are N#CCCCCCCCCNS(=O)(=O)c1ccc(Br)cc1, CCO, [Na+], [OH-], O. The product is O=C(O)CCCCCCCCNS(=O)(=O)c1ccc(Br)cc1.